From a dataset of the Open Reaction Database (ORD), a public repository of structured organic reaction records. describe an organic reaction: reactants, conditions, products, and yield Starting materials: sodium montmorillonite, 2,4-D dicamba, COC=1C(=CC=C(C1C(=O)O)Cl)Cl (dicamba), ClC1=C(OCC(=O)O)C=CC(=C1)Cl.COC=1C(=CC=C(C1C(=O)O)Cl)Cl (2,4-D dicamba). The solvent is O (water). Reaction conditions: temperature 85 celsius. Product: ClC1=C(OCC(=O)O)C=CC(=C1)Cl (2,4-dichlorophenoxy acetic acid), COC=1C(=CC=C(C1C(=O)O)Cl)Cl (dicamba). Reaction SMILES: [CH3:1][O:2][C:3]1[C:4]([Cl:13])=[CH:5][CH:6]=[C:7]([Cl:12])[C:8]=1[C:9]([OH:11])=[O:10].[Cl:14][C:15]1[CH:25]=[C:24]([Cl:26])[CH:23]=[CH:22][C:16]=1[O:17][CH2:18][C:19]([OH:21])=[O:20].COC1C(Cl)=CC=C(Cl)C=1C(O)=O>O>[Cl:14][C:15]1[CH:25]=[C:24]([Cl:26])[CH:23]=[CH:22][C:16]=1[O:17][CH2:18][C:19]([OH:21])=[O:20].[CH3:1][O:2][C:3]1[C:4]([Cl:13])=[CH:5][CH:6]=[C:7]([Cl:12])[C:8]=1[C:9]([OH:11])=[O:10] |f:1.2|. Procedure: In another example, a dispersion or emulsion of 30% by weight 2,4-dichlorophenoxy acetic acid (2,4-D) and 70% by weight dicamba is prepared in water, at a concentration of 45% by weight of the 2,4-D and dicamba mixture. Thirty grams of the 2,4-D/dicamba mixture is added to a 50 ml (milliliter) beaker, and while this mixture is mixed vigorously, 1.5 grams of sodium montmorillonite (i.e., POLARGEL NF from AMCOL International Corporation) is added. The weight ratio of clay to (2,4-D dicamba mixture... The reactants are BrCc1cccc(-c2ccccc2)c1, CC(C)(C)OC(=O)CNS(=O)(=O)c1ccc2c(c1)CCC(C)(C)O2, CC#N. The product is CC(C)(C)OC(=O)CN(Cc1cccc(-c2ccccc2)c1)S(=O)(=O)c1ccc2c(c1)CCC(C)(C)O2. RXN SMILES: [Br:25][CH2:26][c:27]1[cH:28][c:29](-[c:33]2[cH:34][cH:35][cH:36][cH:37][cH:38]2)[cH:30][cH:31][cH:32]1.[CH3:1][C:2]1([CH3:24])[O:3][c:4]2[cH:5][cH:6][c:7]([S:12](=[O:13])(=[O:14])[NH:15][CH2:16][C:17](=[O:18])[O:19][C:20]([CH3:21])([CH3:22])[CH3:23])[cH:8][c:9]2[CH2:10][CH2:11]1.[CH3:39][C:40]#[N:41]>>[CH3:1][C:2]1([CH3:24])[O:3][c:4]2[cH:5][cH:6][c:7]([S:12](=[O:13])(=[O:14])[N:15]([CH2:16][C:17](=[O:18])[O:19][C:20]([CH3:21])([CH3:22])[CH3:23])[CH2:26][c:27]3[cH:28][c:29](-[c:33]4[cH:34][cH:35][cH:36][cH:37][cH:38]4)[cH:30][cH:31][cH:32]3)[cH:8][c:9]2[CH2:10][CH2:11]1. Starting materials: FC1(CCC(CC1)(O)CNC(=O)C=1C=2C=CC(=NC2C=CC1Cl)Cl)F (2,6-dichloro-quinoline-5-carboxylic acid (4,4-difluoro-1-hydroxy-cyclo hexyl methyl)-amide), tetrakis(triphenyl phosphine)palladium(0), C([O-])([O-])=O.[Cs+].[Cs+] (cesium carbonate), CC1(OB(OC1(C)C)C1=CC(CC1)=O)C (3-(4,4,5,5-tetramethyl-[1,3,2]dioxaborolan-2-yl)-cyclopent-2-enone). Yields the product FC1(CCC(CC1)(O)CNC(=O)C=1C=2C=CC(=NC2C=CC1Cl)C1=CC(CC1)=O)F (6-Chloro-2-(3-oxo-cyclopent-1-enyl)-quinoline-5-carboxylic acid (4,4-difluoro-1-hydroxy-cyclohexyl methyl)-amide). Reaction SMILES: [F:1][C:2]1([F:25])[CH2:7][CH2:6][C:5]([CH2:9][NH:10][C:11]([C:13]2[C:14]3[CH:15]=[CH:16][C:17](Cl)=[N:18][C:19]=3[CH:20]=[CH:21][C:22]=2[Cl:23])=[O:12])([OH:8])[CH2:4][CH2:3]1.C(=O)([O-])[O-].[Cs+].[Cs+].CC1(C)C(C)(C)OB([C:40]2[CH2:44][CH2:43][C:42](=[O:45])[CH:41]=2)O1>>[F:1][C:2]1([F:25])[CH2:7][CH2:6][C:5]([CH2:9][NH:10][C:11]([C:13]2[C:14]3[CH:15]=[CH:16][C:17]([C:40]4[CH2:44][CH2:43][C:42](=[O:45])[CH:41]=4)=[N:18][C:19]=3[CH:20]=[CH:21][C:22]=2[Cl:23])=[O:12])([OH:8])[CH2:4][CH2:3]1 |f:1.2.3|. Procedure: The title compound was synthesized according to the procedure described in example 125 using 2,6-dichloro-quinoline-5-carboxylic acid (4,4-difluoro-1-hydroxy-cyclo hexyl methyl)-amide, cesium carbonate, 3-(4,4,5,5-tetramethyl-[1,3,2]dioxaborolan-2-yl)-cyclopent-2-enone and tetrakis(triphenyl phosphine)palladium(0). 1H NMR (400 MHz, DMSO-d6) δ ppm 8.83-8.86 (bs, 1H), 8.27-8.29 (m, 1H), 8.22 (d, J=8.8 Hz, 1H), 8.12-8.14 (m, 1H), 7.87 (d, J=9.1 Hz, 1H), 7.12 (s, 1H), 4.72 (s, 1H), 3.42-3.44 (m, 2H)... Reactants: BrC=1C2=C(SC1)C(=CC=C2)C (3-bromo-7-methylbenzo[b]thiophene), C(#N)[Cu] (CuCN). Run in N1=CC=CC=C1 (pyridine). The product is C(#N)C=1C2=C(SC1)C(=CC=C2)C (3-Cyano-7-methylbenzo[b]thiophene). As a reaction SMILES: Br[C:2]1[C:3]2[CH:10]=[CH:9][CH:8]=[C:7]([CH3:11])[C:4]=2[S:5][CH:6]=1.[C:12]([Cu])#[N:13]>N1C=CC=CC=1>[C:12]([C:2]1[C:3]2[CH:10]=[CH:9][CH:8]=[C:7]([CH3:11])[C:4]=2[S:5][CH:6]=1)#[N:13]. Procedure: 3 g of 3-bromo-7-methylbenzo[b]thiophene and 1.1 g CuCN are dissolved in dry pyridine and heated at 220° in an autoclave for 12 hours. The mixture is cooled, concentrated, the residue partitioned between dichloromethane and dilute HCl and the organic phase washed, dried and concentrated. Chromatography of the residue over silica gel (toluene) yields the title compound as pale-yellow crystals. M.p.=82°-84°. The reactants are [OH-].[Na+] (sodium hydroxide), BrCCCCl (1-bromo-3-chloropropane), hydrochloride salt, O (water), Cl.FC(C=1C=C(C=CC1)N1CCNCC1)(F)F (1-[3-(trifluoromethyl)phenyl]piperazine hydrochloride). Run in CC(=O)C (acetone). Conditions: time 18 hour. Product: FC(C=1C=C(C=CC1)N1CCN(CC1)CCCCl)(F)F (1-[3-(Trifluoromethyl)phenyl]-4-(3-chloropropyl)piperazine). Reaction SMILES: [OH-].[Na+].O.Cl.[F:5][C:6]([F:20])([F:19])[C:7]1[CH:8]=[C:9]([N:13]2[CH2:18][CH2:17][NH:16][CH2:15][CH2:14]2)[CH:10]=[CH:11][CH:12]=1.Br[CH2:22][CH2:23][CH2:24][Cl:25]>CC(C)=O>[F:20][C:6]([F:5])([F:19])[C:7]1[CH:8]=[C:9]([N:13]2[CH2:18][CH2:17][N:16]([CH2:22][CH2:23][CH2:24][Cl:25])[CH2:15][CH2:14]2)[CH:10]=[CH:11][CH:12]=1 |f:0.1,3.4|. Reported procedure: To a solution of 7.36 g. (0.184 mole) of sodium hydroxide in 75 ml. of water and 75 ml. of acetone there is added 19.02 g. (0.074 mole) of 1-[3-(trifluoromethyl)phenyl]piperazine hydrochloride and 11.59 g. (0.074 mole) of 1-bromo-3-chloropropane, and the resulting mixture is stirred at 27° for 18 hrs. The organic layer is then separated and concentrated to an oil under reduced pressure. The oil is treated with hot (85°) 6 N HCl until solution is complete, and the resulting solution is filtered a... The reactants are [BH3-]C#N, C=O, CC(=O)O, CO, O=C(O)c1ccc(-c2csc(C3CCNCC3)n2)cc1, C1CCOC1. Yields the product CN1CCC(c2nc(-c3ccc(C(=O)O)cc3)cs2)CC1. RXN SMILES: [C:23]([BH3-:24])#[N:25].[CH2:21]=[O:22].[CH3:26][C:27](=[O:28])[OH:29].[CH3:30][OH:31].[NH:1]1[CH2:2][CH2:3][CH:4]([c:7]2[s:8][cH:9][c:10](-[c:12]3[cH:13][cH:14][c:15]([C:16](=[O:17])[OH:18])[cH:19][cH:20]3)[n:11]2)[CH2:5][CH2:6]1.[O:32]1[CH2:33][CH2:34][CH2:35][CH2:36]1>>[N:1]1([CH3:23])[CH2:2][CH2:3][CH:4]([c:7]2[s:8][cH:9][c:10](-[c:12]3[cH:13][cH:14][c:15]([C:16](=[O:17])[OH:18])[cH:19][cH:20]3)[n:11]2)[CH2:5][CH2:6]1. The reactants are Brc1csc(C2OCCO2)c1, CCCC[Sn](Cl)(CCCC)CCCC, [Li]CCCC, CCCCCC, CCOC(C)=O, C1CCOC1. Product: CCCC[Sn](CCCC)(CCCC)c1csc(C2OCCO2)c1. RXN SMILES: [Br:1][c:2]1[cH:3][c:4]([CH:7]2[O:8][CH2:9][CH2:10][O:11]2)[s:5][cH:6]1.[CH2:12]([CH2:13][CH2:14][CH3:15])[Sn:16]([CH2:17][CH2:18][CH2:19][CH3:20])([CH2:21][CH2:22][CH2:23][CH3:24])[Cl:25].[CH2:26]([Li:27])[CH2:28][CH2:29][CH3:30].[CH3:31][CH2:32][CH2:33][CH2:34][CH2:35][CH3:36].[CH3:42][CH2:43][O:44][C:45](=[O:46])[CH3:47].[O:37]1[CH2:38][CH2:39][CH2:40][CH2:41]1>>[c:2]1([Sn:16]([CH2:12][CH2:13][CH2:14][CH3:15])([CH2:17][CH2:18][CH2:19][CH3:20])[CH2:21][CH2:22][CH2:23][CH3:24])[cH:3][c:4]([CH:7]2[O:8][CH2:9][CH2:10][O:11]2)[s:5][cH:6]1. The reactants are CC(c1ccc(Br)cc1)N1CCC(CCC(N)=O)(c2ccc(F)cc2)OC1=O, OB(O)c1ccncc1. The product is CC(c1ccc(-c2ccncc2)cc1)N1CCC(CCC(N)=O)(c2ccc(F)cc2)OC1=O. As a reaction SMILES: [Br:1][c:2]1[cH:3][cH:4][c:5]([CH:8]([CH3:9])[N:10]2[C:11](=[O:28])[O:12][C:13]([c:16]3[cH:17][cH:18][c:19]([F:22])[cH:20][cH:21]3)([CH2:23][CH2:24][C:25](=[O:26])[NH2:27])[CH2:14][CH2:15]2)[cH:6][cH:7]1.[n:29]1[cH:30][cH:31][c:32]([B:35]([OH:36])[OH:37])[cH:33][cH:34]1>>[c:2]1(-[c:32]2[cH:31][cH:30][n:29][cH:34][cH:33]2)[cH:3][cH:4][c:5]([CH:8]([CH3:9])[N:10]2[C:11](=[O:28])[O:12][C:13]([c:16]3[cH:17][cH:18][c:19]([F:22])[cH:20][cH:21]3)([CH2:23][CH2:24][C:25](=[O:26])[NH2:27])[CH2:14][CH2:15]2)[cH:6][cH:7]1.